From a dataset of the Open Reaction Database (ORD), a public repository of structured organic reaction records. describe an organic reaction: reactants, conditions, products, and yield The reactants are O=C([O-])[O-], CC#N, COc1cc(-c2cc(CCl)ccn2)cc(OC)c1OC, [I-], [K+], [K+], [K+], COc1cc(-c2cc(CN3CCNCC3=O)ccn2)cc(OC)c1OC. Yields the product Cl, COc1cc(-c2cc(CN3CCN(Cc4ccnc(-c5cc(OC)c(OC)c(OC)c5)c4)C(=O)C3)ccn2)cc(OC)c1OC. As a reaction SMILES: [C:27](=[O:28])([O-:29])[O-:30].[CH3:55][C:56]#[N:57].[Cl:35][CH2:36][c:37]1[cH:38][c:39](-[c:43]2[cH:44][c:45]([O:53][CH3:54])[c:46]([O:51][CH3:52])[c:47]([O:49][CH3:50])[cH:48]2)[n:40][cH:41][cH:42]1.[I-:34].[K+:31].[K+:32].[K+:33].[O:1]=[C:2]1[N:3]([CH2:8][c:9]2[cH:10][c:11](-[c:15]3[cH:16][c:17]([O:25][CH3:26])[c:18]([O:23][CH3:24])[c:19]([O:21][CH3:22])[cH:20]3)[n:12][cH:13][cH:14]2)[CH2:4][CH2:5][NH:6][CH2:7]1>>[ClH:35].[O:1]=[C:2]1[N:3]([CH2:8][c:9]2[cH:10][c:11](-[c:15]3[cH:16][c:17]([O:25][CH3:26])[c:18]([O:23][CH3:24])[c:19]([O:21][CH3:22])[cH:20]3)[n:12][cH:13][cH:14]2)[CH2:4][CH2:5][N:6]([CH2:36][c:37]2[cH:38][c:39](-[c:43]3[cH:44][c:45]([O:53][CH3:54])[c:46]([O:51][CH3:52])[c:47]([O:49][CH3:50])[cH:48]3)[n:40][cH:41][cH:42]2)[CH2:7]1.